This data is from the Open Reaction Database (ORD), a public repository of structured organic reaction records. The task is: describe an organic reaction: reactants, conditions, products, and yield Starting materials: [Br-], C1CCOC1, C[Mg+], CCOC(C)=O, Cc1noc(-c2ccccc2)c1C=O, Cl. Yields the product Cc1noc(-c2ccccc2)c1C(C)O. As a reaction SMILES: [Br-:20].[CH2:1]1[O:2][CH2:3][CH2:4][CH2:5]1.[CH3:21][Mg+:22].[CH3:24][CH2:25][O:26][C:27](=[O:28])[CH3:29].[CH3:6][c:7]1[n:8][o:9][c:10](-[c:14]2[cH:15][cH:16][cH:17][cH:18][cH:19]2)[c:11]1[CH:12]=[O:13].[ClH:23]>>[CH3:1][CH:12]([c:11]1[c:7]([CH3:6])[n:8][o:9][c:10]1-[c:14]1[cH:15][cH:16][cH:17][cH:18][cH:19]1)[OH:13].